Dataset: the Open Reaction Database (ORD), a public repository of structured organic reaction records. Task: describe an organic reaction: reactants, conditions, products, and yield Starting materials: ClC1=C2C(=NN=C1C1=CC=CC=C1)N(N=C2C2=C(C=CC=C2)Cl)C (4-chloro-3-(2-chlorophenyl)-1-methyl-5-phenyl-1H-pyrazolo[3,4-c]pyridazine), COC=1C=C(C(=O)CC#N)C=CC1 (3-methoxybenzoylacetonitrile), COC1=CC=C(C=C1)C#C (4-methoxyphenyl acetylene). The product is ClC1=C2C(=NN=C1C1=CC=C(C=C1)OC)N(N=C2C2=CC(=CC=C2)OC)C (4-chloro-3-(3-methoxyphenyl)-5-(4-methoxyphenyl)-1-methyl-1H-pyrazolo[3,4-c]pyridazine). RXN SMILES: [Cl:1][C:2]1[C:7]([C:8]2[CH:13]=[CH:12][CH:11]=[CH:10][CH:9]=2)=[N:6][N:5]=[C:4]2[N:14]([CH3:24])[N:15]=[C:16]([C:17]3[CH:22]=[CH:21][CH:20]=[CH:19][C:18]=3Cl)[C:3]=12.[CH3:25][O:26]C1C=C(C=CC=1)C(CC#N)=O.[CH3:38][O:39]C1C=CC(C#C)=CC=1>>[Cl:1][C:2]1[C:7]([C:8]2[CH:13]=[CH:12][C:11]([O:26][CH3:25])=[CH:10][CH:9]=2)=[N:6][N:5]=[C:4]2[N:14]([CH3:24])[N:15]=[C:16]([C:17]3[CH:22]=[CH:21][CH:20]=[C:19]([O:39][CH3:38])[CH:18]=3)[C:3]=12. Procedure details: Compound 15 was synthesised following similar procedures outlined in Example 1 (Compound 37), using 3-methoxybenzoylacetonitrile instead of 2-chlorobenzoyl acetonitrile in Step 1 and 4-methoxyphenyl acetylene instead of phenyl acetylene in Step 4. Reactants: O=C([O-])[O-], CCC(C)=O, Clc1cccc(CBr)c1, [K+], [K+], CCC(Oc1ccc(O)cc1)C(=O)NC. Product: CCC(Oc1ccc(OCc2cccc(Cl)c2)cc1)C(=O)NC. As a reaction SMILES: [C:25](=[O:26])([O-:27])[O-:28].[CH3:31][C:32](=[O:33])[CH2:34][CH3:35].[Cl:16][c:17]1[cH:18][c:19]([CH2:20][Br:21])[cH:22][cH:23][cH:24]1.[K+:29].[K+:30].[OH:1][c:2]1[cH:3][cH:4][c:5]([O:6][CH:7]([C:8](=[O:9])[NH:10][CH3:11])[CH2:12][CH3:13])[cH:14][cH:15]1>>[O:1]([c:2]1[cH:3][cH:4][c:5]([O:6][CH:7]([C:8](=[O:9])[NH:10][CH3:11])[CH2:12][CH3:13])[cH:14][cH:15]1)[CH2:20][c:19]1[cH:18][c:17]([Cl:16])[cH:24][cH:23][cH:22]1. Reactants: Cl[Sn]Cl (SnCl2), FC=1C=C(C=C(C1F)F)C(=C)N1CCCC1 ([1-(3,4,5-trifluorophenyl)vinyl]pyrrolidine), CC(=O)C1=CC(=C(C(=C1)F)F)F (3,4,5-trifluoro acetophenone), N1CCCC1 (pyrrolidine), CC1=NC(=C(C(=N1)Cl)[N+](=O)[O-])Cl (2-methyl-4,6-dichloro-5-nitropyrimidine), C(C)(C)N(C(C)C)CC (N,N-diisopropylethylamine), N1CCCCC1 (piperidine), Cl[Sn]Cl (SnCl2). The reagents and catalysts are Cl[Ti](Cl)(Cl)Cl (TiCl4). The solvent is CN(C)C=O (DMF), CCN(CC)CC (NEt3). Conditions: time 48 hour. The product is CC1NCCC(C1)C1=NC=C2C(N1)=CC(=N2)C2=CC(=C(C(=C2)F)F)F (2-methyl-4-piperidyl-6-(3,4,5-trifluoro phenyl)pyrrolo[3,2-d]pyrimidine). Isolated yield 26.0%. Reaction SMILES: [F:1][C:2]1[CH:3]=[C:4]([C:10]([N:12]2[CH2:16][CH2:15][CH2:14]C2)=C)[CH:5]=[C:6]([F:9])[C:7]=1[F:8].CC(C1C=C(F)C(F)=C(F)C=1)=O.N1CCCC1.[CH3:34][C:35]1[N:40]=C(Cl)C([N+]([O-])=O)=[C:37](Cl)[N:36]=1.C([N:49]([CH2:53][CH3:54])[CH:50]([CH3:52])[CH3:51])(C)C.N1CCCCC1.Cl[Sn]Cl>CN(C=O)C.Cl[Ti](Cl)(Cl)Cl.CCN(CC)CC>[CH3:52][CH:50]1[CH2:51][CH:34]([C:35]2[NH:40][C:15]3=[CH:14][C:10]([C:4]4[CH:5]=[C:6]([F:9])[C:7]([F:8])=[C:2]([F:1])[CH:3]=4)=[N:12][C:16]3=[CH:37][N:36]=2)[CH2:54][CH2:53][NH:49]1. Reported procedure: Using the method described in Example 30 by employing [1-(3,4,5-trifluorophenyl)vinyl]pyrrolidine (freshly prepared before use from 3,4,5-trifluoro acetophenone (Oakwood Products Inc.), pyrrolidine and TiCl4 (1.58 g, 6.96 mmol), 2-methyl-4,6-dichloro-5-nitropyrimidine (Example 76(b)) (1.40 g, 6.96 mmol), N,N-diisopropylethylamine (1.2 mL, 6.96 mmol), piperidine (1.1 mL, 11.1 mmol), NEt3 (1.1 mL) and SnCl2 (21 mL of a 2 M soln in DMF). In this example the 2 M SnCl2 solution was added to the react... Starting materials: C1(CC1)B(O)O (cyclopropyl boronic acid), BrC1=CC=C(C=C1)[N+](=O)[O-] (4-bromo nitrobenzene), tetrakis triphenylphosphine palladium, C([O-])([O-])=O.[K+].[K+] (potassium carbonate). Run in C1(=CC=CC=C1)C (toluene). Yields the product C1(CC1)C1=CC=C(C=C1)[N+](=O)[O-] (1-cyclopropyl-4-nitrobenzene). The yield is 92855.4%. Reaction SMILES: [CH:1]1(B(O)O)[CH2:3][CH2:2]1.Br[C:8]1[CH:13]=[CH:12][C:11]([N+:14]([O-:16])=[O:15])=[CH:10][CH:9]=1.C(=O)([O-])[O-].[K+].[K+]>C1(C)C=CC=CC=1>[CH:1]1([C:8]2[CH:13]=[CH:12][C:11]([N+:14]([O-:16])=[O:15])=[CH:10][CH:9]=2)[CH2:3][CH2:2]1 |f:2.3.4|. Procedure details: To a solution of cyclopropyl boronic acid (0.637 g, 0.00742 mmol) in dry toluene, were added 4-bromo nitrobenzene (1.00 g, 0.00495 mmol) and tetrakis triphenylphosphine palladium (0.099 g, 0.0099 mol). Degassed the reaction mixture for 30 minutes then added potassium carbonate (1.36 g, 0.009 mmol). The reaction mass was refluxed for 48 h. The excess of solvent was removed under vacuum and the reaction mass was diluted with water and extracted with ethyl acetate. The organic layer was separated, ... Starting materials: P(=O)(Cl)(Cl)Cl (phosphorus oxychloride), CN(C=O)C (dimethylformamide), ice, [OH-].[Na+] (sodium hydroxide), CC1=NN2C(S1)=NC(=C2)C2=CC=CC=C2 (2-methyl-6-phenylimidazo[2,1-b]-1,3,4-thiadiazole), CN(C=O)C (dimethylformamide). Reaction conditions: temperature 100 celsius, time 5 minute. Yields the product CC1=NN2C(S1)=NC(=C2C=O)C2=CC=CC=C2 (2-Methyl-6-phenyl-imidazo[2,1-b]-1,3,4-thiadiazole-5-carbaldehyde). RXN SMILES: P(Cl)(Cl)(Cl)=O.[CH3:6][C:7]1[S:11][C:10]2=[N:12][C:13]([C:15]3[CH:20]=[CH:19][CH:18]=[CH:17][CH:16]=3)=[CH:14][N:9]2[N:8]=1.[OH-].[Na+].CN(C)[CH:25]=[O:26]>>[CH3:6][C:7]1[S:11][C:10]2=[N:12][C:13]([C:15]3[CH:16]=[CH:17][CH:18]=[CH:19][CH:20]=3)=[C:14]([CH:25]=[O:26])[N:9]2[N:8]=1 |f:2.3|. Reported procedure: 60 ml of phosphorus oxychloride were added dropwise to 180 ml of dimethylformamide, whilst cooling. A further 400 ml of dimethylformamide, and 130 g (0.6 mole) of 2-methyl-6-phenylimidazo[2,1-b]-1,3,4-thiadiazole were then added and the mixture was warmed to 100° C. for 2 hours. It was poured onto 3 kg of ice, 410 g of 40% strength sodium hydroxide solution were added and the mixture was heated rapidly to 90° C. After 5 minutes, it was cooled and the product was filtered off. Yield: 132 g (90% o... Reactants: N1CCCC1 (Pirrolidine), CC(C)(C1=CC=CC=C1)NC(=O)C1=CC2=C(N(N=C2NC(C2=CC=C(C=C2)CCl)=O)C(=O)OCC)S1 (ethyl 5-{[(1-methyl-1-phenylethyl)amino]carbonyl}-3-[(4-chloromethyl-benzoyl)amino]-1H-thieno[2,3-c]pyrazole-1-carboxylate). Run in C(C)O (ethanol). Conditions: temperature 79 celsius, time 1 hour. Product: CC(C)(C1=CC=CC=C1)NC(=O)C1=CC2=C(NN=C2NC(C2=CC=C(C=C2)CN2CCCC2)=O)S1 (3-(4-Pyrrolidin-1-ylmethyl-benzoylamino)-1H-thieno[2,3-c]pyrazole-5-carboxylic acid (1-methyl-1-phenyl-ethyl)-amide). The yield is 33.9%. RXN SMILES: [NH:1]1[CH2:5][CH2:4][CH2:3][CH2:2]1.[CH3:6][C:7]([NH:15][C:16]([C:18]1[S:41][C:21]2[N:22](C(OCC)=O)[N:23]=[C:24]([NH:25][C:26](=[O:35])[C:27]3[CH:32]=[CH:31][C:30]([CH2:33]Cl)=[CH:29][CH:28]=3)[C:20]=2[CH:19]=1)=[O:17])([C:9]1[CH:14]=[CH:13][CH:12]=[CH:11][CH:10]=1)[CH3:8]>C(O)C>[CH3:8][C:7]([NH:15][C:16]([C:18]1[S:41][C:21]2[NH:22][N:23]=[C:24]([NH:25][C:26](=[O:35])[C:27]3[CH:32]=[CH:31][C:30]([CH2:33][N:1]4[CH2:5][CH2:4][CH2:3][CH2:2]4)=[CH:29][CH:28]=3)[C:20]=2[CH:19]=1)=[O:17])([C:9]1[CH:10]=[CH:11][CH:12]=[CH:13][CH:14]=1)[CH3:6]. Procedure: Pirrolidine (1.81 mL, 21.8 mmol), was added to a suspension of ethyl 5-{[(1-methyl-1-phenylethyl)amino]carbonyl}-3-[(4-chloromethyl-benzoyl)amino]-1H-thieno[2,3-c]pyrazole-1-carboxylate (3.80 mg, 7.25 mmol) in 100 mL of dry ethanol. And the resulting mixture was stirred at 79° C. for 1 hour. Afterward the volatiles were removed by evaporation under reduced pressure and the residue was purified by chromatography over silica gel (eluant dichloromethane/methyl alcohol/aqueous ammonia 92:8:01) to gi...